From a dataset of the Open Reaction Database (ORD), a public repository of structured organic reaction records. describe an organic reaction: reactants, conditions, products, and yield Starting materials: N1C=C(C2=CC=CC=C12)CCC(=O)OC (methyl 3-indolepropionate), CC(C)C[AlH]CC(C)C (DIBAL-H). Run in C1CCOC1 (THF). Reaction conditions: temperature 0 celsius, time 2 hour. Yields the product OCCCC1=CNC2=CC=CC=C12 (3-(3-hydroxypropyl)indole). Reaction SMILES: [NH:1]1[C:9]2[C:4](=[CH:5][CH:6]=[CH:7][CH:8]=2)[C:3]([CH2:10][CH2:11][C:12](OC)=[O:13])=[CH:2]1.CC(C[AlH]CC(C)C)C>C1COCC1>[OH:13][CH2:12][CH2:11][CH2:10][C:3]1[C:4]2[C:9](=[CH:8][CH:7]=[CH:6][CH:5]=2)[NH:1][CH:2]=1. Procedure details: 3-Indolepropionic acid (5 g) was dissolved in MeOH (50 mL) and treated with conc. HCl (5 mL). The solution was stirred overnight before the solvent was removed under reduced pressure to provide methyl 3-indolepropionate in quantitative yield. Crude methyl 3-indolepropionate (4.70 g, 23.2 mmol) was dissolved in THF (50 mL), cooled to 0° C., and treated with DIBAL-H (69.5 mL, 69.5 mmol). The reaction mixture was stirred for 2 h at 0° C. and then quenched by the slow addition of a saturated aqueous... Starting materials: C(C)(=O)OCC (Ethyl acetate), C(C1=CC=CC=C1)N(C[C@H](O)C1=CC(=C(C=C1)OCC1=CC=CC=C1)[N+](=O)[O-])C1(CC2=CC=CC=C2C1)C ((R)-2-[Benzyl-(2-methyl-indan-2-yl)-amino]-1-(4-benzyloxy-3-nitro-phenyl)-ethanol), O (Water), C(C)(=O)OC(C)=O (Acetic anhydride). Solvent: N1=CC=CC=C1 (pyridine). Run at time 18 hour. Product: C(C1=CC=CC=C1)N(C[C@@H](C1=CC(=C(C=C1)OCC1=CC=CC=C1)[N+](=O)[O-])OC(C)=O)C1(CC2=CC=CC=C2C1)C (Acetic acid (R)-2-[benzyl-(2-methyl-indan-2-yl)-amino]-1-(4-benzyloxy-3-nitro-phenyl)-ethyl ester). RXN SMILES: [CH2:1]([N:8]([C:29]1([CH3:38])[CH2:37][C:36]2[C:31](=[CH:32][CH:33]=[CH:34][CH:35]=2)[CH2:30]1)[CH2:9][C@@H:10]([C:12]1[CH:17]=[CH:16][C:15]([O:18][CH2:19][C:20]2[CH:25]=[CH:24][CH:23]=[CH:22][CH:21]=2)=[C:14]([N+:26]([O-:28])=[O:27])[CH:13]=1)[OH:11])[C:2]1[CH:7]=[CH:6][CH:5]=[CH:4][CH:3]=1.[C:39](OC(=O)C)(=[O:41])[CH3:40].O.C(OCC)(=O)C>N1C=CC=CC=1>[CH2:1]([N:8]([C:29]1([CH3:38])[CH2:37][C:36]2[C:31](=[CH:32][CH:33]=[CH:34][CH:35]=2)[CH2:30]1)[CH2:9][C@H:10]([O:11][C:39](=[O:41])[CH3:40])[C:12]1[CH:17]=[CH:16][C:15]([O:18][CH2:19][C:20]2[CH:25]=[CH:24][CH:23]=[CH:22][CH:21]=2)=[C:14]([N+:26]([O-:28])=[O:27])[CH:13]=1)[C:2]1[CH:7]=[CH:6][CH:5]=[CH:4][CH:3]=1. Procedure details: (R)-2-[Benzyl-(2-methyl-indan-2-yl)-amino]-1-(4-benzyloxy-3-nitro-phenyl)-ethanol (2.75 g) is dissolved in pyridine (15 mL). Acetic anhydride (1.66 g) is added and the reaction mixture is stirred at room temperature. The reaction is shown to be complete by TLC after 18 hours. Water (10 mL) is added to quench the reaction. Ethyl acetate (250 mL) is added and the solution is washed with 1M KHSO4 (3×100 mL), saturated NaHCO3 (100 mL), water (100 mL) and brine (100 mL). The organic layer is dried ov... Starting materials: CN(C)c1ccncc1, COc1cc2nccc(Cl)c2cc1OC, Clc1ccccc1Cl, COc1ccc(C(=O)c2ccccc2)c(O)c1. The product is COc1ccc(C(=O)c2ccccc2)c(Oc2ccnc3cc(OC)c(OC)cc23)c1. Reaction SMILES: [CH3:33][N:34]([CH3:35])[c:36]1[cH:37][cH:38][n:39][cH:40][cH:41]1.[Cl:1][c:2]1[cH:3][cH:4][n:5][c:6]2[cH:7][c:8]([O:14][CH3:15])[c:9]([O:12][CH3:13])[cH:10][c:11]12.[Cl:42][c:43]1[cH:44][cH:45][cH:46][cH:47][c:48]1[Cl:49].[OH:16][c:17]1[c:18]([C:19](=[O:20])[c:21]2[cH:22][cH:23][cH:24][cH:25][cH:26]2)[cH:27][cH:28][c:29]([O:31][CH3:32])[cH:30]1>>[c:2]1([O:16][c:17]2[c:18]([C:19](=[O:20])[c:21]3[cH:22][cH:23][cH:24][cH:25][cH:26]3)[cH:27][cH:28][c:29]([O:31][CH3:32])[cH:30]2)[cH:3][cH:4][n:5][c:6]2[cH:7][c:8]([O:14][CH3:15])[c:9]([O:12][CH3:13])[cH:10][c:11]12. Reactants: C(C1=CC=CC=C1)NC1CCC(CC1)C=1C=C2C(=NC1)NC=C2C(CC2=C(C(=CC=C2)F)F)=O (1-[5-(4-benzylamino-cyclohexyl)-1H-pyrrolo[2,3-b]pyridin-3-yl]-2-(2,3-difluoro-phenyl)-ethanone), C(C)(C)(C)OC(N(C)C)N(C)C (t-butoxybis(dimethylamino)methane), Cl.NO (hydroxylamine hydrogen chloride), C(C)(=O)[O-].[Na+] (sodium acetate). The solvent is C1CCOC1 (THF). Run at temperature 60 celsius. Yields the product C(C1=CC=CC=C1)NC1CC=C(CC1)C=1C=C2C(=NC1)NC=C2C2=C(C=NO2)C2=C(C(=CC=C2)F)F (Benzyl-(4-{3-[4-(2,3-difluoro-phenyl)-isoxazol-5-yl]-1H-pyrrolo[2,3-b]pyridin-5-yl}-cyclohex-3-enyl)-amine). The yield is 38.4%. As a reaction SMILES: [CH2:1]([NH:8][CH:9]1[CH2:14][CH2:13][CH:12]([C:15]2[CH:16]=[C:17]3[C:23]([C:24](=[O:34])[CH2:25][C:26]4[CH:31]=[CH:30][CH:29]=[C:28]([F:32])[C:27]=4[F:33])=[CH:22][NH:21][C:18]3=[N:19][CH:20]=2)[CH2:11][CH2:10]1)[C:2]1[CH:7]=[CH:6][CH:5]=[CH:4][CH:3]=1.C(O[CH:40](N(C)C)[N:41](C)C)(C)(C)C.Cl.NO.C([O-])(=O)C.[Na+]>C1COCC1>[CH2:1]([NH:8][CH:9]1[CH2:14][CH2:13][C:12]([C:15]2[CH:16]=[C:17]3[C:23]([C:24]4[O:34][N:41]=[CH:40][C:25]=4[C:26]4[CH:31]=[CH:30][CH:29]=[C:28]([F:32])[C:27]=4[F:33])=[CH:22][NH:21][C:18]3=[N:19][CH:20]=2)=[CH:11][CH2:10]1)[C:2]1[CH:7]=[CH:6][CH:5]=[CH:4][CH:3]=1 |f:2.3,4.5|. Reported procedure: A mixture of 1-[5-(4-benzylamino-cyclohexyl)-1H-pyrrolo[2,3-b]pyridin-3-yl]-2-(2,3-difluoro-phenyl)-ethanone (150 mg, 0.27 mmol. Preparation: see below) and t-butoxybis(dimethylamino)methane (0.27 ml, 1.0 mmol, Brederck's reagent) in THF (5 ml) was heated at 60° C. for 2 h. The reaction mixture was concentrated and dried under high vacuum for 0.5 h. The residue was dissolved in Ethanol (10 ml), refluxed with hydroxylamine hydrogen chloride (94 mg, 1.35 mmol) and sodium acetate (1.62 mmol) for 2.... The reactants are Fc1ccccc1Br, O=CCC1CCN(Cc2ccccc2)CC1, [Li]CCCC, C1CCOC1, O. Product: OC(CC1CCN(Cc2ccccc2)CC1)c1ccccc1F. As a reaction SMILES: [Br:1][c:2]1[c:3]([F:8])[cH:4][cH:5][cH:6][cH:7]1.[CH2:14]([c:15]1[cH:16][cH:17][cH:18][cH:19][cH:20]1)[N:21]1[CH2:22][CH2:23][CH:24]([CH2:27][CH:28]=[O:29])[CH2:25][CH2:26]1.[CH2:9]([Li:10])[CH2:11][CH2:12][CH3:13].[O:31]1[CH2:32][CH2:33][CH2:34][CH2:35]1.[OH2:30]>>[c:2]1([CH:28]([CH2:27][CH:24]2[CH2:23][CH2:22][N:21]([CH2:14][c:15]3[cH:16][cH:17][cH:18][cH:19][cH:20]3)[CH2:26][CH2:25]2)[OH:29])[c:3]([F:8])[cH:4][cH:5][cH:6][cH:7]1.